This data is from the Open Reaction Database (ORD), a public repository of structured organic reaction records. The task is: describe an organic reaction: reactants, conditions, products, and yield Reaction SMILES: [C:34]([O:35][BH-:36]([O:37][C:38](=[O:39])[CH3:40])[O:41][C:42](=[O:43])[CH3:44])(=[O:45])[CH3:46].[Cl:48][CH2:49][CH2:50][Cl:51].[NH2:1][CH:2]1[CH2:3][CH2:4][N:5]([CH2:8][C:9]2=[CH:15][c:14]3[c:13]([cH:19][cH:18][c:17](-[c:20]4[cH:21][cH:22][c:23]([CH3:26])[cH:24][cH:25]4)[cH:16]3)[O:12][CH2:11][CH2:10]2)[CH2:6][CH2:7]1.[Na+:47].[O:27]1[CH2:28][CH2:29][C:30](=[O:33])[CH2:31][CH2:32]1>>[NH:1]([CH:2]1[CH2:3][CH2:4][N:5]([CH2:8][C:9]2=[CH:15][c:14]3[c:13]([cH:19][cH:18][c:17](-[c:20]4[cH:21][cH:22][c:23]([CH3:26])[cH:24][cH:25]4)[cH:16]3)[O:12][CH2:11][CH2:10]2)[CH2:6][CH2:7]1)[CH:30]1[CH2:29][CH2:28][O:27][CH2:32][CH2:31]1. The reactants are CC(=O)O[BH-](OC(C)=O)OC(C)=O, ClCCCl, Cc1ccc(-c2ccc3c(c2)C=C(CN2CCC(N)CC2)CCO3)cc1, [Na+], O=C1CCOCC1. The product is Cc1ccc(-c2ccc3c(c2)C=C(CN2CCC(NC4CCOCC4)CC2)CCO3)cc1. Starting materials: BrBr (bromine), C(CCCCCCCCCCCCC)OC1=CC=C(C=C1)C(CC1=CC=C(C=C1)[N+](=O)[O-])=O (p-n-tetradecyloxy-ω-(p-nitrophenyl)acetophenone). Solvent: C(Cl)(Cl)Cl (chloroform), C(Cl)(Cl)Cl (chloroform). The product is C(CCCCCCCCCCCCC)OC1=CC=C(C=C1)C(C(C1=CC=C(C=C1)[N+](=O)[O-])Br)=O (p-n-tetradecyloxy-ω-bromo-ω-(p-nitrophenyl)acetophenone). Isolated yield 94.9%. RXN SMILES: [CH2:1]([O:15][C:16]1[CH:21]=[CH:20][C:19]([C:22](=[O:33])[CH2:23][C:24]2[CH:29]=[CH:28][C:27]([N+:30]([O-:32])=[O:31])=[CH:26][CH:25]=2)=[CH:18][CH:17]=1)[CH2:2][CH2:3][CH2:4][CH2:5][CH2:6][CH2:7][CH2:8][CH2:9][CH2:10][CH2:11][CH2:12][CH2:13][CH3:14].[Br:34]Br>C(Cl)(Cl)Cl>[CH2:1]([O:15][C:16]1[CH:21]=[CH:20][C:19]([C:22](=[O:33])[CH:23]([Br:34])[C:24]2[CH:29]=[CH:28][C:27]([N+:30]([O-:32])=[O:31])=[CH:26][CH:25]=2)=[CH:18][CH:17]=1)[CH2:2][CH2:3][CH2:4][CH2:5][CH2:6][CH2:7][CH2:8][CH2:9][CH2:10][CH2:11][CH2:12][CH2:13][CH3:14]. Reported procedure: 80 g (0.18 mol) of p-n-tetradecyloxy-ω-(p-nitrophenyl)acetophenone prepared as described above was dissolved in 400 cc of chloroform and to the solution 28 g (0.18 mol) of bromine dissolved in 50 cc of chloroform was gradually added dropwise while refluxing with heating. The mixture was washed with water and dried with anhydrous sodium sulfate. Chloroform was distilled off under reduced pressure and 91 g of p-n-tetradecyloxy-ω-bromo-ω-(p-nitrophenyl)acetophenone was obtained after recrystallizat... Starting materials: C(C)(C)(C)OC(=O)N1CC2=C(CC1)N(C(=C2)C(=O)O)C (5-(tert-butoxycarbonyl)-1-methyl-4,5,6,7-tetrahydro-1H-pyrrolo[3,2-c]pyridine-2-carboxylic acid), C1CCC(CC1)N=C=NC2CCCCC2 (DCC), C=1C=CC2=C(C1)N=NN2O (HOBt), C(=O)(OC(C)(C)C)NC1=C(C=CC=C1)N (Monoboc phenylene diamine). Solvent: CN(C)C=O (DMF). Reaction conditions: time 1 hour. The product is C(C)(C)(C)OC(=O)N1CC2=C(CC1)N(C(=C2)C(NC2=C(C=CC=C2)NC(=O)OC(C)(C)C)=O)C (2-(2-tert-Butoxycarbonylamino-phenylcarbamoyl)-1-methyl-1,4,6,7-tetrahydro-pyrrolo[3,2-c]pyridine-5-carboxylic acid tert-butyl ester). RXN SMILES: [C:1]([O:5][C:6]([N:8]1[CH2:13][CH2:12][C:11]2[N:14]([CH3:20])[C:15]([C:17]([OH:19])=O)=[CH:16][C:10]=2[CH2:9]1)=[O:7])([CH3:4])([CH3:3])[CH3:2].C1CCC(N=C=NC2CCCCC2)CC1.C1C=CC2N(O)N=NC=2C=1.[C:46]([NH:53][C:54]1[CH:59]=[CH:58][CH:57]=[CH:56][C:55]=1[NH2:60])([O:48][C:49]([CH3:52])([CH3:51])[CH3:50])=[O:47]>CN(C=O)C>[C:1]([O:5][C:6]([N:8]1[CH2:13][CH2:12][C:11]2[N:14]([CH3:20])[C:15]([C:17](=[O:19])[NH:60][C:55]3[CH:56]=[CH:57][CH:58]=[CH:59][C:54]=3[NH:53][C:46]([O:48][C:49]([CH3:52])([CH3:51])[CH3:50])=[O:47])=[CH:16][C:10]=2[CH2:9]1)=[O:7])([CH3:2])([CH3:3])[CH3:4]. Reported procedure: To a solution of compound 5-(tert-butoxycarbonyl)-1-methyl-4,5,6,7-tetrahydro-1H-pyrrolo[3,2-c]pyridine-2-carboxylic acid (1.0 eq) in DMF was added DCC (1.3 eq.), and HOBt (1.3 eq) and stirred for 1 hr. Monoboc phenylene diamine was added and reaction was stirred for 48 hrs. Reaction mixture was then quenched with water and extracted with ethyl acetate, dried over sodium sulphate and concentrated to dryness. Crude mass was then purified by silica gel column chromatography to afford 2-(2-tert-But... The reactants are COC(=O)c1cc(Br)co1, O=C([O-])[O-], C1COCCO1, Cn1nccc1B1OC(C)(C)C(C)(C)O1, [K+], [K+], O. Yields the product COC(=O)c1cc(-c2ccnn2C)co1. As a reaction SMILES: [Br:1][c:2]1[cH:3][c:4]([C:7](=[O:8])[O:9][CH3:10])[o:5][cH:6]1.[C:11](=[O:12])([O-:13])[O-:14].[CH2:32]1[O:33][CH2:34][CH2:35][O:36][CH2:37]1.[CH3:17][n:18]1[n:19][cH:20][cH:21][c:22]1[B:23]1[O:24][C:25]([CH3:26])([CH3:27])[C:28]([CH3:29])([CH3:30])[O:31]1.[K+:15].[K+:16].[OH2:38]>>[c:2]1(-[c:22]2[n:18]([CH3:17])[n:19][cH:20][cH:21]2)[cH:3][c:4]([C:7](=[O:8])[O:9][CH3:10])[o:5][cH:6]1. Reactants: C1(CCCC1)OC=1C=C(C=CC1OC)C1CC(NC1)=O (4-[3-Cyclopentyloxy-4-methoxyphenyl]-2-pyrrolidinone), [H-].[Na+] (NaH), ClCC1=NC2=CC(=CC=C2C=C1)Cl (2-chloromethyl-7-chloroquinoline). Solvent: O (H2O), CN(C)C=O (DMF). Run at time 1 hour. Product: ClC1=CC=C2C=CC(=NC2=C1)CN1C(CC(C1)C1=CC(=C(C=C1)OC)OC1CCCC1)=O (1-[(7-Chloro-2-quinolinyl)methyl]4-[3(cyclopentyloxy)-4methoxyphenyl]-2-pyrrolidinone). RXN SMILES: [CH:1]1([O:6][C:7]2[CH:8]=[C:9]([CH:15]3[CH2:19][NH:18][C:17](=[O:20])[CH2:16]3)[CH:10]=[CH:11][C:12]=2[O:13][CH3:14])[CH2:5][CH2:4][CH2:3][CH2:2]1.[H-].[Na+].Cl[CH2:24][C:25]1[CH:34]=[CH:33][C:32]2[C:27](=[CH:28][C:29]([Cl:35])=[CH:30][CH:31]=2)[N:26]=1>CN(C=O)C.O>[Cl:35][C:29]1[CH:28]=[C:27]2[C:32]([CH:33]=[CH:34][C:25]([CH2:24][N:18]3[CH2:19][CH:15]([C:9]4[CH:10]=[CH:11][C:12]([O:13][CH3:14])=[C:7]([O:6][CH:1]5[CH2:2][CH2:3][CH2:4][CH2:5]5)[CH:8]=4)[CH2:16][C:17]3=[O:20])=[N:26]2)=[CH:31][CH:30]=1 |f:1.2|. Reported procedure: 4-[3-Cyclopentyloxy-4-methoxyphenyl]-2-pyrrolidinone (1.00 g, 3.63 mmol, 1.0 eq) was added to a room temperature suspension of (145 mg, 3.63 mmol, 1.0 eq) NaH (60% oil dispersion) in 30 ml of anhydrous DMF. After stirring at room temperature for 1 hour, (0.77 g, 3.63 mmol, 1.0 eq) 2-chloromethyl-7-chloroquinoline was added, and the reaction mixture was allowed to stir at room temperature for 60 hours. The reaction mixture was then diluted with 250 mL H2O and extracted with ethyl acetate. The eth... Starting materials: ClC1=NC=CN=C1OCCOC1=CC=CC=C1 (2-chloro-3-(2-phenoxyethoxy)pyrazine), CNCCNC (N,N′-dimethylethylenediamine), 100W. Product: CN(CCNC)C1=NC=CN=C1OCCOC1=CC=CC=C1 (N,N′-Dimethyl-N-[3-(2-phenoxyethoxy)-2-pyrazinyl]-1,2-ethanediamine). RXN SMILES: Cl[C:2]1[C:7]([O:8][CH2:9][CH2:10][O:11][C:12]2[CH:17]=[CH:16][CH:15]=[CH:14][CH:13]=2)=[N:6][CH:5]=[CH:4][N:3]=1.[CH3:18][NH:19][CH2:20][CH2:21][NH:22][CH3:23]>>[CH3:18][N:19]([C:2]1[C:7]([O:8][CH2:9][CH2:10][O:11][C:12]2[CH:17]=[CH:16][CH:15]=[CH:14][CH:13]=2)=[N:6][CH:5]=[CH:4][N:3]=1)[CH2:20][CH2:21][NH:22][CH3:23]. Procedure details: A mixture of 2-chloro-3-(2-phenoxyethoxy)pyrazine (50 mg, 0.20 mmol; from Example 1, Step 1) and N,N′-dimethylethylenediamine (0.2 mL, 1.9 mmol) was heated in a MicroWell 10 microwave reactor for 6 min at 100W. The reaction mixture was partitioned between water and EtOAc and applied to a hydromatrix column. The column was eluted with EtOAc and the elute was concentrated. The product was purified by Amberchrom CG-161m LC using CH3CN/H2O (gradient: CH3CN 0% to 100%). Yield 2 mg (4%). MS m/z 303 (M... Reactants: C(CC(=O)O)(=O)O (malonic acid), N1CCCCC1 (piperidine), ClC1=C(C=O)C=CC(=C1O)OC (2-Chloro-3-hydroxy-4-methoxybenzaldehyde). Solvent: Cl (HCl), N1=CC=CC=C1 (pyridine). Run at temperature 100 celsius. The product is ClC1=C(C=CC(=C1O)OC)/C=C/C(=O)O ((E)-3-(2-chloro-3-hydroxy-4-methoxy-phenyl)-acrylic acid). The yield is 91.9%. Reaction SMILES: [Cl:1][C:2]1[C:9]([OH:10])=[C:8]([O:11][CH3:12])[CH:7]=[CH:6][C:3]=1[CH:4]=O.C(O)(=O)[CH2:14][C:15]([OH:17])=[O:16].N1CCCCC1>N1C=CC=CC=1.Cl>[Cl:1][C:2]1[C:9]([OH:10])=[C:8]([O:11][CH3:12])[CH:7]=[CH:6][C:3]=1/[CH:4]=[CH:14]/[C:15]([OH:17])=[O:16]. Procedure: 2-Chloro-3-hydroxy-4-methoxybenzaldehyde (1.86 g, 10 mmol) was dissolved in pyridine (7 ml), malonic acid (1.25 g, 10 mmol) and piperidine (0.1 ml) were added and the mixture was heated at 100° C. for 2 hrs, then it was poured in 100 ml HCl 1N and extracted with AcOEt. This was dried and evaporated, and the residue was triturated with diethyl ether and filtered, giving 2.10 g of (E)-3-(2-chloro-3-hydroxy-4-methoxy-phenyl)-acrylic acid as a white solid, which was used without further purification... The reactants are C(C)(C)(C)OC(NC1=C(C=C(C(=C1)C(F)(F)F)Cl)NC(CC(=O)C1=CC(=CC=C1)C1=CC(=NC=C1)C)=O)=O ((4-chloro-2-{3-[3-(2-methyl-pyridin-4-yl)-phenyl]-3-oxo-propionylamino}-5-trifluoromethyl-phenyl)-carbamic acid tert-butyl ester), C(=O)(C(F)(F)F)O (TFA). Run in C(Cl)Cl (CH2Cl2). Product: ClC=1C(=CC2=C(NC(CC(=N2)C2=CC(=CC=C2)C2=CC(=NC=C2)C)=O)C1)C(F)(F)F (8-Chloro-4-[3-(2-methyl-pyridin-4-yl)-phenyl]-7-trifluoromethyl-1,3-dihydro benzo[b][1,4]diazepin-2-one), solid. The yield is 88.0%. RXN SMILES: C(OC(=O)[NH:7][C:8]1[CH:13]=[C:12]([C:14]([F:17])([F:16])[F:15])[C:11]([Cl:18])=[CH:10][C:9]=1[NH:19][C:20](=[O:37])[CH2:21][C:22]([C:24]1[CH:29]=[CH:28][CH:27]=[C:26]([C:30]2[CH:35]=[CH:34][N:33]=[C:32]([CH3:36])[CH:31]=2)[CH:25]=1)=O)(C)(C)C.C(O)(C(F)(F)F)=O>C(Cl)Cl>[Cl:18][C:11]1[C:12]([C:14]([F:17])([F:16])[F:15])=[CH:13][C:8]2[N:7]=[C:22]([C:24]3[CH:29]=[CH:28][CH:27]=[C:26]([C:30]4[CH:35]=[CH:34][N:33]=[C:32]([CH3:36])[CH:31]=4)[CH:25]=3)[CH2:21][C:20](=[O:37])[NH:19][C:9]=2[CH:10]=1. Procedure details: The title compound was prepared from (4-chloro-2-{3-[3-(2-methyl-pyridin-4-yl)-phenyl]-3-oxo-propionylamino}-5-trifluoromethyl-phenyl)-carbamic acid tert-butyl ester (Example M91) (0.36 g, 0.66 mmol) by treatment with TFA in CH2Cl2 according to the general procedure N. Obtained as a light yellow solid (250 mg, 88%). RXN SMILES: [F:1][C:2]1[CH:3]=[CH:4][C:5]([O:10][CH3:11])=[C:6]([CH:9]=1)[CH:7]=O.[CH:12]1([NH2:15])[CH2:14][CH2:13]1>>[CH:12]1([NH:15][CH2:7][C:6]2[CH:9]=[C:2]([F:1])[CH:3]=[CH:4][C:5]=2[O:10][CH3:11])[CH2:14][CH2:13]1. Yields the product C1(CC1)NCC1=C(C=CC(=C1)F)OC (Cyclopropyl-(5-fluoro-2-methoxybenzyl)amine). Reported procedure: Synthesized according to typical procedure J from 5-fluoro-2-methoxybenzaldehyde and cyclopropylamine. The reactants are FC=1C=CC(=C(C=O)C1)OC (5-fluoro-2-methoxybenzaldehyde), C1(CC1)N (cyclopropylamine). The yield is 71.7%. Conditions: time 0.5 hour. As a reaction SMILES: [CH2:1]([C:3]1[C:11]2[N:6]3[C:7](=[CH:12][C:13]([CH2:14][OH:15])=[C:5]3[C:4]=1[C:16]1[CH:21]=[CH:20][C:19]([O:22][CH3:23])=[CH:18][CH:17]=1)[CH:8]=[CH:9][CH:10]=2)[CH3:2].[Na].S(OC)(O[CH3:29])(=O)=O.O>O1CCCC1.C(OCC)C>[CH2:1]([C:3]1[C:11]2[N:6]3[C:7](=[CH:12][C:13]([CH2:14][O:15][CH3:29])=[C:5]3[C:4]=1[C:16]1[CH:17]=[CH:18][C:19]([O:22][CH3:23])=[CH:20][CH:21]=1)[CH:8]=[CH:9][CH:10]=2)[CH3:2] |^1:23|. Reported procedure: 1-Ethyl-3-hydroxymethyl-2-(4-methoxyphenyl)pyrrolo[2,1,5-cd]indolizine (0.40 g, 1.31 mmol) was dissolved in 15 ml of dry tetrahydrofuran under a nitrogen atmosphere. Sodium hydrode (50% in oil) (0.06 g, 1.3 mmol) was added, and stirring was continued for 1/2 hour. Dimethyl sulfate (0.283 g, 2.25 mmol) was added, and the mixture was stirred at room temperature for 1day. 15 ml of water was added dropwise, and ther eaction mixture was diluted with 25 ml of diethyl ether. The organic material was ex... Yields the product C(C)C1=C(C=2N3C(C=CC=C13)=CC2COC)C2=CC=C(C=C2)OC (1-ethyl-3-methoxymethyl-2-(4-methyoxyphenyl)pyrrolo[2,1,5-cd]indolizine). Reactants: [Na] (Sodium), O (water), C(C)C1=C(C=2N3C(C=CC=C13)=CC2CO)C2=CC=C(C=C2)OC (1-Ethyl-3-hydroxymethyl-2-(4-methoxyphenyl)pyrrolo[2,1,5-cd]indolizine), S(=O)(=O)(OC)OC (Dimethyl sulfate). The solvent is O1CCCC1 (tetrahydrofuran), C(C)OCC (diethyl ether).